This data is from the Open Reaction Database (ORD), a public repository of structured organic reaction records. The task is: describe an organic reaction: reactants, conditions, products, and yield Reported procedure: Following the procedure described in Example 36, Step 6, [5-(4-bromo-phenyl)-3-methyl-isoxazol-4-yl]-carbamic acid (R)-1-(2-fluoro-phenyl)-ethyl ester and 2-methyl-2-[4-(4,4,5,5-tetramethyl-[1,3,2]dioxaborolan-2-yl)-phenyl]-propionic acid ethyl ester were reacted to provide 2-(4′-{4-[(R)-1-(2-Fluoro-phenyl)-ethoxycarbonylamino]-3-methyl-isoxazol-5-yl}-biphenyl-4-yl)-2-methyl-propionic acid ethyl ester, which was hydrolyzed to the acid as described in Example 17, Step 3. The product is C(C)OC(C(C)(C)C1=CC=C(C=C1)C1=CC=C(C=C1)C1=C(C(=NO1)C)NC(=O)O[C@H](C)C1=C(C=CC=C1)F)=O (2-(4′-{4-[(R)-1-(2-Fluoro-phenyl)-ethoxycarbonylamino]-3-methyl-isoxazol-5-yl}-biphenyl-4-yl)-2-methyl-propionic acid ethyl ester). As a reaction SMILES: [F:1][C:2]1[CH:7]=[CH:6][CH:5]=[CH:4][C:3]=1[C@H:8]([O:10][C:11](=[O:26])[NH:12][C:13]1[C:14]([CH3:25])=[N:15][O:16][C:17]=1[C:18]1[CH:23]=[CH:22][C:21](Br)=[CH:20][CH:19]=1)[CH3:9].[CH2:27]([O:29][C:30](=[O:49])[C:31]([CH3:48])([C:33]1[CH:38]=[CH:37][C:36](B2OC(C)(C)C(C)(C)O2)=[CH:35][CH:34]=1)[CH3:32])[CH3:28]>>[CH2:27]([O:29][C:30](=[O:49])[C:31]([C:33]1[CH:38]=[CH:37][C:36]([C:21]2[CH:22]=[CH:23][C:18]([C:17]3[O:16][N:15]=[C:14]([CH3:25])[C:13]=3[NH:12][C:11]([O:10][C@@H:8]([C:3]3[CH:4]=[CH:5][CH:6]=[CH:7][C:2]=3[F:1])[CH3:9])=[O:26])=[CH:19][CH:20]=2)=[CH:35][CH:34]=1)([CH3:48])[CH3:32])[CH3:28]. Reactants: FC1=C(C=CC=C1)[C@@H](C)OC(NC=1C(=NOC1C1=CC=C(C=C1)Br)C)=O ([5-(4-bromo-phenyl)-3-methyl-isoxazol-4-yl]-carbamic acid (R)-1-(2-fluoro-phenyl)-ethyl ester), C(C)OC(C(C)(C1=CC=C(C=C1)B1OC(C(O1)(C)C)(C)C)C)=O (2-methyl-2-[4-(4,4,5,5-tetramethyl-[1,3,2]dioxaborolan-2-yl)-phenyl]-propionic acid ethyl ester). The product is C(C)(C)(C)NC(=O)C1CCN(CC1)CC=1C=C(C=CC1)NC(=O)C1=C(N=NC(=C1)C)Cl (3-Chloro-6-methyl-pyridazine-4-carboxylic acid [3-(4-tert-butylcarbamoyl-piperidin-1-ylmethyl)-phenyl]-amide). Reaction SMILES: [C:1]([NH:5][C:6]([CH:8]1[CH2:13][CH2:12][N:11]([CH2:14][C:15]2[CH:20]=[CH:19][CH:18]=[C:17]([NH2:21])[CH:16]=2)[CH2:10][CH2:9]1)=[O:7])([CH3:4])([CH3:3])[CH3:2].[Cl:22][C:23]1[N:24]=[N:25][C:26]([CH3:32])=[CH:27][C:28]=1[C:29](O)=[O:30].C(Cl)CCl>C(Cl)Cl.CN(C1C=CN=CC=1)C>[C:1]([NH:5][C:6]([CH:8]1[CH2:9][CH2:10][N:11]([CH2:14][C:15]2[CH:16]=[C:17]([NH:21][C:29]([C:28]3[CH:27]=[C:26]([CH3:32])[N:25]=[N:24][C:23]=3[Cl:22])=[O:30])[CH:18]=[CH:19][CH:20]=2)[CH2:12][CH2:13]1)=[O:7])([CH3:4])([CH3:2])[CH3:3]. Starting materials: C(C)(C)(C)NC(=O)C1CCN(CC1)CC1=CC(=CC=C1)N (1-(3-amino-benzyl)-piperidine-4-carboxylic acid tert-butylamide), ClC=1N=NC(=CC1C(=O)O)C (3-chloro-6-methyl-pyridazine-4-carboxylic acid), C(CCl)Cl (EDC). Reagents/catalysts: CN(C)C=1C=CN=CC1 (DMAP). Procedure: A solution of 1-(3-amino-benzyl)-piperidine-4-carboxylic acid tert-butylamide BB-4 (400 mg, 1.4 mmol) in DCM (15 mL) is treated successively with 3-chloro-6-methyl-pyridazine-4-carboxylic acid (239 mg, 1.4 mmol), EDC (344 mg, 1.8 mmol) and DMAP (25.3 mg, 0.207 mmol) at RT overnight. The reaction mixture is washed twice with sat.aq. NaHCO3 (15 mL). The aqueous phase is extracted twice with DCM (2×10 mL). The combined organic layers are dried over MgSO4 and filtered. The solvent is evaporated unde... The solvent is C(Cl)Cl (DCM). Reactants: FC(C(O)C1C2CC(=C(N2C1=O)C(=O)OCC1=CC=CC=C1)N1CCOCC1)(F)F (benzyl 6-(2,2,2-trifluoro-1-hydroxyethyl)-3-morpholino-1-azabicyclo[3.2.0]hept-2-en-7-one-2-carboxylate), C (charcoal), C([O-])(O)=O.[Na+] (sodium bicarbonate), O1CCOCC1 (dioxane). Reagents/catalysts: [Pd] (palladium). Solvent: O (water). Run at time 30 minute. The product is FC(C(O)C1C2CC(=C(N2C1=O)C(=O)[O-])N1CCOCC1)(F)F.[Na+] (sodium 6-(2,2,2-trifluoro-1-hydroxyethyl)-3-morpholino-1-azabicyclo[3.2.0]hept-2-en-7-one-2-carboxylate). As a reaction SMILES: [F:1][C:2]([F:30])([F:29])[CH:3]([CH:5]1[C:11](=[O:12])[N:10]2[CH:6]1[CH2:7][C:8]([N:23]1[CH2:28][CH2:27][O:26][CH2:25][CH2:24]1)=[C:9]2[C:13]([O:15]CC1C=CC=CC=1)=[O:14])[OH:4].C.C(=O)(O)[O-].[Na+:36].O1CCOCC1>[Pd].O>[F:30][C:2]([F:1])([F:29])[CH:3]([CH:5]1[C:11](=[O:12])[N:10]2[CH:6]1[CH2:7][C:8]([N:23]1[CH2:28][CH2:27][O:26][CH2:25][CH2:24]1)=[C:9]2[C:13]([O-:15])=[O:14])[OH:4].[Na+:36] |f:2.3,7.8|. Reported procedure: A mixture of benzyl 6-(2,2,2-trifluoro-1-hydroxyethyl)-3-morpholino-1-azabicyclo[3.2.0]hept-2-en-7-one-2-carboxylate (25 mg), 10% palladium on powdered charcoal (25 mg), sodium bicarbonate (5 mg), dioxane (2 ml), and water (1 ml) is hydrogenated at 40 psi for 30 mins. The mixture is filtered to remove the catalyst which is washed with water (3×2 ml). The combined filtrate is extracted with ethyl acetate (2×2 ml), concentrated in vacuo, and lyophilized to give sodium 6-(2,2,2-trifluoro-1-hydroxye... The reactants are BrC1=CC=2C(C3=NC=CC(=C3OC2C=C1)[N+](=O)[O-])=O (8-bromo-4-nitro-10H-chromeno[3,2-b]pyridin-10-one), BrC1=CC(=C(OC=2C=[N+](C=CC2[N+](=O)[O-])[O-])C=C1)C(=O)OC (3-(4-bromo-2-(methoxycarbonyl)phenoxy)-4-nitropyridine 1-oxide), C(C)(C)[N-]C(C)C.[Li+] (lithium diisopropylamide). Run in C1CCOC1 (THF). Run at temperature -78 celsius, time 3 hour. Product: BrC1=CC=2C(C3=[N+](C=CC(=C3OC2C=C1)[N+](=O)[O-])[O-])=O (8-bromo-4-nitro-10-oxo-10H-chromeno[3,2-b]pyridine 1-oxide). The yield is 5.9%. As a reaction SMILES: [Br:1][C:2]1[CH:18]=[CH:17][C:5]([O:6][C:7]2[CH:8]=[N+:9]([O-:16])[CH:10]=[CH:11][C:12]=2[N+:13]([O-:15])=[O:14])=[C:4]([C:19]([O:21]C)=O)[CH:3]=1.C([N-]C(C)C)(C)C.[Li+].BrC1C=CC2OC3C(=NC=CC=3[N+]([O-])=O)C(=O)C=2C=1>C1COCC1>[Br:1][C:2]1[CH:18]=[CH:17][C:5]2[O:6][C:7]3[C:8](=[N+:9]([O-:16])[CH:10]=[CH:11][C:12]=3[N+:13]([O-:15])=[O:14])[C:19](=[O:21])[C:4]=2[CH:3]=1 |f:1.2|. Procedure details: To a solution of 3-(4-bromo-2-(methoxycarbonyl)phenoxy)-4-nitropyridine 1-oxide (369 mg, 1.000 mmol) in 20 mL of dry THF at −78° C. was added dropwise lithium diisopropylamide (2M, 1.99 mL, 1.999 mmol) and the reaction was stirred at −78° C. for 3 h. The reaction was quenched at this temperature with 15 mL of 1 M HCl in ether and the whole was allowed to warm up to rt. The reaction was extracted with ethyl acetate (3×100 mL). The combined organics were dried over sodium sulfate, filtered and eva... Reactants: ClC1=C(C(=CC=C1)Cl)C1=CC2=C(N=C(N=C2)NCCCCN(CC)CC)N=C1N (6-(2,6-Dichlorophenyl)-N2 -(4-diethylamino-butyl)-pyrido[2,3-d]pyrimidine-2,7-diamine), [H-].[Na+] (sodium hydride), C1(=CC=CC=C1)N=C=O (phenyl isocyanate). Solvent: CN(C)C=O (DMF). Run at time 1 hour. The product is ClC1=C(C(=CC=C1)Cl)C1=CC2=C(N=C(N=C2)NCCCCN(CC)CC)N=C1NC(=O)NC1=CC=CC=C1 (1-[6-(2,6-Dichlorophenyl)-2-(4-diethylamino-butylamino)-pyrido[2,3-d]pyrimidin-7-yl]-3-phenyl-urea). The yield is 66.4%. Reaction SMILES: [Cl:1][C:2]1[CH:7]=[CH:6][CH:5]=[C:4]([Cl:8])[C:3]=1[C:9]1[C:28]([NH2:29])=[N:27][C:12]2[N:13]=[C:14]([NH:17][CH2:18][CH2:19][CH2:20][CH2:21][N:22]([CH2:25][CH3:26])[CH2:23][CH3:24])[N:15]=[CH:16][C:11]=2[CH:10]=1.[H-].[Na+].[C:32]1([N:38]=[C:39]=[O:40])[CH:37]=[CH:36][CH:35]=[CH:34][CH:33]=1>CN(C=O)C>[Cl:8][C:4]1[CH:5]=[CH:6][CH:7]=[C:2]([Cl:1])[C:3]=1[C:9]1[C:28]([NH:29][C:39]([NH:38][C:32]2[CH:37]=[CH:36][CH:35]=[CH:34][CH:33]=2)=[O:40])=[N:27][C:12]2[N:13]=[C:14]([NH:17][CH2:18][CH2:19][CH2:20][CH2:21][N:22]([CH2:25][CH3:26])[CH2:23][CH3:24])[N:15]=[CH:16][C:11]=2[CH:10]=1 |f:1.2|. Reported procedure: To a solution of 6-(2,6-dichlorophenyl)-N2 -(4-diethylamino-butyl)-pyrido[2,3-d]pyrimidine-2,7-diamine (1.0 g) from Example 53 in DMF (15 mL) was added one equivalent of 60% sodium hydride suspension (0.93 g). After stirring for approximately 1 hour at room temperature, one equivalent of phenyl isocyanate (0.275 g) was added, and the reaction was monitored by thin layer chromatography. After approximately 24 hours, the solvent was removed in vacuo. The residue was dissolved in ethyl acetate, and... The reactants are [BH4-], COc1ccc(C2Sc3ccccc3NC(=O)C2=O)cc1, [Li+], CC(C)(C)C(N)C(=O)O, C1CCOC1. Yields the product COc1ccc(C2Sc3ccccc3NC(=O)C2O)cc1. Reaction SMILES: [BH4-:10].[CH3:12][O:13][c:14]1[cH:15][cH:16][c:17]([CH:20]2[S:21][c:22]3[c:23]([cH:29][cH:30][cH:31][cH:32]3)[NH:24][C:25](=[O:28])[C:26]2=[O:27])[cH:18][cH:19]1.[Li+:11].[NH2:1][CH:2]([C:3]([OH:4])=[O:5])[C:6]([CH3:7])([CH3:8])[CH3:9].[O:33]1[CH2:34][CH2:35][CH2:36][CH2:37]1>>[CH3:12][O:13][c:14]1[cH:15][cH:16][c:17]([CH:20]2[S:21][c:22]3[c:23]([cH:29][cH:30][cH:31][cH:32]3)[NH:24][C:25](=[O:28])[CH:26]2[OH:27])[cH:18][cH:19]1.